Dataset: the Open Reaction Database (ORD), a public repository of structured organic reaction records. Task: describe an organic reaction: reactants, conditions, products, and yield Reactants: OC1=CC=C2C(C(=C(OC2=C1)C(F)(F)F)C1=CC=C(C#N)C=C1)=O (4-(7-hydroxy-4-oxo-2-(trifluoromethyl)-4H-chromen-3-yl)benzonitrile), [Si](C)(C)(C)N=[N+]=[N-] (TMSN3). The solvent is C1(=CC=CC=C1)C (toluene). The product is N1N=NN=C1C1=CC=C(C=C1)C1=C(OC2=CC(=CC=C2C1=O)O)C(F)(F)F (3-(4-(1H-tetrazol-5-yl)phenyl)-7-hydroxy-2-(trifluoromethyl)-4H-chromen-4-one). As a reaction SMILES: [OH:1][C:2]1[CH:11]=[C:10]2[C:5]([C:6](=[O:24])[C:7]([C:16]3[CH:23]=[CH:22][C:19]([C:20]#[N:21])=[CH:18][CH:17]=3)=[C:8]([C:12]([F:15])([F:14])[F:13])[O:9]2)=[CH:4][CH:3]=1.[Si]([N:29]=[N+:30]=[N-:31])(C)(C)C>C1(C)C=CC=CC=1>[NH:29]1[C:20]([C:19]2[CH:22]=[CH:23][C:16]([C:7]3[C:6](=[O:24])[C:5]4[C:10](=[CH:11][C:2]([OH:1])=[CH:3][CH:4]=4)[O:9][C:8]=3[C:12]([F:15])([F:13])[F:14])=[CH:17][CH:18]=2)=[N:21][N:31]=[N:30]1. Procedure: To a solution of 4-(7-hydroxy-4-oxo-2-(trifluoromethyl)-4H-chromen-3-yl)benzonitrile (50 mg, 0.15 mmol) in toluene (2 ml), was added TMSN3 (296 mg, 2.72 mmol) and Bu2SnO (10 mg, 0.045 mmol) at room temperature. The mixture was refluxed overnight. The volatiles were removed under reduced pressure. The residue was purified by prep-HPLC to afford desired product in Example 1 as a yellow powder (19.4 mg, 34.6%). Starting materials: B(OC(C)C)(OC(C)C)OC(C)C (Triisopropyl borate), final solution, BrC1=C(C=C(C=C1)OCC)C(F)(F)F (2-bromo-5-ethoxybenzotrifluoride), C(CCC)[Li].CCCCCC (butyllithium hexane), Cl (hydrochloric acid). Run in O1CCCC1 (THF), O1CCCC1 (tetrahydrofuran). Conditions: temperature -78 celsius, time 2 hour. The product is C(C)OC1=CC(=C(C=C1)OB(O)O)C(F)(F)F (4-ethoxy-2-trifluoromethylphenylboric Acid). The yield is 89.1%. Reaction SMILES: Br[C:2]1[CH:7]=[CH:6][C:5]([O:8][CH2:9][CH3:10])=[CH:4][C:3]=1[C:11]([F:14])([F:13])[F:12].C([Li])CCC.CCCCCC.[B:26]([O:35]C(C)C)([O:31]C(C)C)[O:27]C(C)C.Cl>O1CCCC1>[CH2:9]([O:8][C:5]1[CH:6]=[CH:7][C:2]([O:27][B:26]([OH:35])[OH:31])=[C:3]([C:11]([F:14])([F:13])[F:12])[CH:4]=1)[CH3:10] |f:1.2|. Procedure details: Compound (c) (10.0 g) dissolved in tetrahydrofuran (THF) (40 mL) was cooled to −78° C., a 1.6 M butyllithium/hexane solution (30 mL) was slowly added dropwise and the mixture was stirred at the same temperature for 2 hours. Triisopropyl borate (14.0 g) dissolved in THF (20 mL) was then slowly added dropwise at −78° C., and the mixture was stirred at the same temperature for 1 hour. The temperature was increased to room temperature and the final solution was stirred. After adding 3 M hydrochloric... Reactants: CCOC(=O)C=C(CBr)c1ccc(F)cc1, COc1ccc(N)cc1, CCO. Product: COc1ccc(N2CC(c3ccc(F)cc3)=CC2=O)cc1. Reaction SMILES: [Br:10][CH2:11][C:12](=[CH:13][C:14](=[O:15])[O:16][CH2:17][CH3:18])[c:19]1[cH:20][cH:21][c:22]([F:25])[cH:23][cH:24]1.[CH3:1][O:2][c:3]1[cH:4][cH:5][c:6]([NH2:9])[cH:7][cH:8]1.[CH3:26][CH2:27][OH:28]>>[CH3:1][O:2][c:3]1[cH:4][cH:5][c:6]([N:9]2[CH2:11][C:12]([c:19]3[cH:20][cH:21][c:22]([F:25])[cH:23][cH:24]3)=[CH:13][C:14]2=[O:15])[cH:7][cH:8]1. The reactants are CI, CCOC(C)=O, [Cl-], [H-], [NH4+], [Na+], C1CCOC1, CC(O)c1ccc2ccc3ncc(-c4cnn(C)c4)cc3c(=O)c2c1. Yields the product COC(C)c1ccc2ccc3ncc(-c4cnn(C)c4)cc3c(=O)c2c1. Reaction SMILES: [CH3:28][I:29].[CH3:37][CH2:38][O:39][C:40](=[O:41])[CH3:42].[Cl-:30].[H-:26].[NH4+:31].[Na+:27].[O:32]1[CH2:33][CH2:34][CH2:35][CH2:36]1.[OH:1][CH:2]([CH3:3])[c:4]1[cH:5][cH:6][c:7]2[c:8]([c:9](=[O:24])[c:10]3[c:11]([n:12][cH:13][c:14](-[c:16]4[cH:17][n:18][n:19]([CH3:21])[cH:20]4)[cH:15]3)[cH:22][cH:23]2)[cH:25]1>>[O:1]([CH:2]([CH3:3])[c:4]1[cH:5][cH:6][c:7]2[c:8]([c:9](=[O:24])[c:10]3[c:11]([n:12][cH:13][c:14](-[c:16]4[cH:17][n:18][n:19]([CH3:21])[cH:20]4)[cH:15]3)[cH:22][cH:23]2)[cH:25]1)[CH3:28].